This data is from the Open Reaction Database (ORD), a public repository of structured organic reaction records. The task is: describe an organic reaction: reactants, conditions, products, and yield Reactants: CC(Br)C(=O)O, ClCCl, O, OCc1ccccc1, O=S(=O)(O)O. The product is CC(Br)C(=O)OCc1ccccc1. As a reaction SMILES: [Br:1][CH:2]([C:3](=[O:4])[OH:5])[CH3:6].[CH2:21]([Cl:22])[Cl:23].[OH2:20].[OH:7][CH2:8][c:9]1[cH:10][cH:11][cH:12][cH:13][cH:14]1.[S:15](=[O:16])(=[O:17])([OH:18])[OH:19]>>[Br:1][CH:2]([C:3](=[O:4])[O:5][CH2:8][c:9]1[cH:10][cH:11][cH:12][cH:13][cH:14]1)[CH3:6]. Starting materials: [N+](=O)([O-])C=1C(=C2C(=NC1)C=CS2)N[C@@H]2CC[C@H](CC2)CS(=O)(=O)O ({trans-4-[(6-nitrothieno[3,2-b]pyridin-7-yl)amino]cyclohexyl}methanesulfonic acid), S(=O)(Cl)Cl (thionyl chloride). Reagents/catalysts: CN(C)C=O (DMF). Run in C(Cl)Cl (methylene chloride). Reaction conditions: temperature 42 celsius, time 1 hour. Yields the product [N+](=O)([O-])C=1C(=C2C(=NC1)C=CS2)N[C@@H]2CC[C@H](CC2)CS(=O)(=O)Cl ({trans-4-[(6-Nitrothieno[3,2-b]pyridin-7-yl)amino]cyclohexyl}methanesulfonyl chloride). RXN SMILES: [N+:1]([C:4]1[C:5]([NH:13][C@H:14]2[CH2:19][CH2:18][C@H:17]([CH2:20][S:21]([OH:24])(=O)=[O:22])[CH2:16][CH2:15]2)=[C:6]2[S:12][CH:11]=[CH:10][C:7]2=[N:8][CH:9]=1)([O-:3])=[O:2].S(Cl)([Cl:27])=O>C(Cl)Cl.CN(C=O)C>[N+:1]([C:4]1[C:5]([NH:13][C@H:14]2[CH2:19][CH2:18][C@H:17]([CH2:20][S:21]([Cl:27])(=[O:24])=[O:22])[CH2:16][CH2:15]2)=[C:6]2[S:12][CH:11]=[CH:10][C:7]2=[N:8][CH:9]=1)([O-:3])=[O:2]. Procedure details: To a mixture of {trans-4-[(6-nitrothieno[3,2-b]pyridin-7-yl)amino]cyclohexyl}methanesulfonic acid (34 mg, 0.092 mmol) in methylene chloride (0.30 mL) was added 1 drop of DMF and thionyl chloride (33 μL, 0.46 mmol). The resulting mixture was stirred at 42° C. for 1 h, then the solvents were evaporated to give the crude {trans-4-[(6-Nitrothieno[3,2-b]pyridin-7-yl)amino]cyclohexyl}methanesulfonyl chloride. To the crude sulfonyl chloride made above was added 2.0 M methylamine in THF (0.30 mL, 0.60 m... Yields the product COC(=O)c1ccc2c(C3CCCCC3)c3n(c2c1)CC(CCCN1CCNCC1)COc1ccccc1-3. As a reaction SMILES: [CH2:40]1[O:41][CH2:42][CH2:43][CH2:44]1.[CH:1]1([c:7]2[c:8]3[cH:9][cH:10][c:11]([C:36](=[O:37])[O:38][CH3:39])[cH:12][c:13]3[n:14]3[c:21]2-[c:20]2[c:19]([cH:25][cH:24][cH:23][cH:22]2)[O:18][CH2:17][CH:16]([CH2:26][CH2:27][C:28]([N:29]2[CH2:30][CH2:31][NH:32][CH2:33][CH2:34]2)=[O:35])[CH2:15]3)[CH2:2][CH2:3][CH2:4][CH2:5][CH2:6]1>>[CH:1]1([c:7]2[c:8]3[cH:9][cH:10][c:11]([C:36](=[O:37])[O:38][CH3:39])[cH:12][c:13]3[n:14]3[c:21]2-[c:20]2[c:19]([cH:25][cH:24][cH:23][cH:22]2)[O:18][CH2:17][CH:16]([CH2:26][CH2:27][CH2:28][N:29]2[CH2:30][CH2:31][NH:32][CH2:33][CH2:34]2)[CH2:15]3)[CH2:2][CH2:3][CH2:4][CH2:5][CH2:6]1. Starting materials: C1CCOC1, COC(=O)c1ccc2c(C3CCCCC3)c3n(c2c1)CC(CCC(=O)N1CCNCC1)COc1ccccc1-3. Reactants: O=C1CCC(=O)N1Br, COC(=O)c1cc(-c2ccnn2C)c(C)o1, C1CCOC1. Yields the product COC(=O)c1cc(-c2c(Br)cnn2C)c(C)o1. Reaction SMILES: [Br:17][N:18]1[C:19](=[O:20])[CH2:21][CH2:22][C:23]1=[O:24].[CH3:1][c:2]1[c:3](-[c:11]2[cH:12][cH:13][n:14][n:15]2[CH3:16])[cH:4][c:5]([C:7](=[O:8])[O:9][CH3:10])[o:6]1.[O:25]1[CH2:26][CH2:27][CH2:28][CH2:29]1>>[CH3:1][c:2]1[c:3](-[c:11]2[c:12]([Br:17])[cH:13][n:14][n:15]2[CH3:16])[cH:4][c:5]([C:7](=[O:8])[O:9][CH3:10])[o:6]1. Starting materials: BrC=1C=C2C(=CC(OC2=CC1OC)(C)C)C(C)(C)C (6-bromo-4-tert-butyl-7-methoxy-2,2-dimethyl-2H-chromene), BrC=1C=C2C(=CC(OC2=CC1OC)(C)C)C(C)(C)C (6-bromo-4-tert-butyl-7-methoxy-2,2-dimethyl-2H-chromene), C(CCC)[Sn](C(=C)OCC)(CCCC)CCCC (tributyl(1-ethoxyvinyl)tin). The solvent is C1CCOC1 (THF). Product: C(C)(C)(C)C1=CC(OC2=CC(=C(C=C12)C(C)=O)OC)(C)C (1-(4-tert-Butyl-7-methoxy-2,2-dimethyl-2H-chromen-6-yl)-ethanone). RXN SMILES: Br[C:2]1[CH:3]=[C:4]2[C:9](=[CH:10][C:11]=1[O:12][CH3:13])[O:8][C:7]([CH3:15])([CH3:14])[CH:6]=[C:5]2[C:16]([CH3:19])([CH3:18])[CH3:17].C([Sn](CCCC)(CCCC)[C:25]([O:27]CC)=[CH2:26])CCC>C1COCC1>[C:16]([C:5]1[C:4]2[C:9](=[CH:10][C:11]([O:12][CH3:13])=[C:2]([C:25](=[O:27])[CH3:26])[CH:3]=2)[O:8][C:7]([CH3:15])([CH3:14])[CH:6]=1)([CH3:19])([CH3:18])[CH3:17]. Procedure: Following General Procedure H, a solution of 6-bromo-4-tert-butyl-7-methoxy-2,2-dimethyl-2H-chromene (Compound 15, 280 mg, 0.86 mmol) in THF was treated with tributyl(1-ethoxyvinyl)tin (0.58 mL, 1.7 mmol) to give the title compound as a colorless oil. Starting materials: FC(C1=NC(=NC=C1)N1C[C@@H]2CCNC[C@H]12)(F)F ((1R,6S)-8-(4-(Trifluoromethyl)pyrimidin-2-yl)-3,8-diazabicyclo[4.2.0]octane), ClC1=NC=CC(=N1)C(F)(F)F (2-chloro-4-(trifluoromethyl)pyrimidine). Yields the product CC=1N=CC(=NC1)N1C[C@@H]2CCNC[C@H]12 ((1R,6S)-8-(5-Methylpyrazin-2-yl)-3,8-diazabicyclo[4.2.0]octane). As a reaction SMILES: FC(F)(F)[C:3]1[CH:8]=[CH:7][N:6]=[C:5]([N:9]2[C@@H:16]3[C@@H:11]([CH2:12][CH2:13][NH:14][CH2:15]3)[CH2:10]2)N=1.Cl[C:20]1N=C(C(F)(F)F)C=C[N:21]=1>>[CH3:3][C:8]1[N:21]=[CH:20][C:5]([N:9]2[C@@H:16]3[C@@H:11]([CH2:12][CH2:13][NH:14][CH2:15]3)[CH2:10]2)=[N:6][CH:7]=1. Reported procedure: The title compound was prepared in a manner analogous to Intermediate 27, substituting 2-bromo-5-methylpyrazine for 2-chloro-4-(trifluoromethyl)pyrimidine. Starting materials: C1(C=2C(C(N1)=O)=CC=CC2)=O.[K] (Potassium phthalimide), C(C)(C)(C)OC(=O)N1CC(CCC1)CCCOS(=O)(=O)C (racemic 3-(3-methanesulfonyloxypropyl)-piperidine-1-carboxylic acid tert-butyl ester). Solvent: CN(C)C=O (DMF). Reaction conditions: temperature 55 celsius, time 16 hour. Product: C(C)(C)(C)OC(=O)N1CC(CCC1)CCCN1C(C2=CC=CC=C2C1=O)=O (3-[3-(1,3-dioxo-1,3-dihydroisoindol-2-yl)-propyl]-piperidine-1-carboxylic acid tert-butyl ester). Yield: 94.4%. As a reaction SMILES: [C:1]1(=[O:11])[NH:5][C:4](=[O:6])[C:3]2=[CH:7][CH:8]=[CH:9][CH:10]=[C:2]12.[K].[C:13]([O:17][C:18]([N:20]1[CH2:25][CH2:24][CH2:23][CH:22]([CH2:26][CH2:27][CH2:28]OS(C)(=O)=O)[CH2:21]1)=[O:19])([CH3:16])([CH3:15])[CH3:14]>CN(C=O)C>[C:13]([O:17][C:18]([N:20]1[CH2:25][CH2:24][CH2:23][CH:22]([CH2:26][CH2:27][CH2:28][N:5]2[C:1](=[O:11])[C:2]3[C:3](=[CH:7][CH:8]=[CH:9][CH:10]=3)[C:4]2=[O:6])[CH2:21]1)=[O:19])([CH3:16])([CH3:15])[CH3:14] |f:0.1,^1:11|. Procedure: Potassium phthalimide (7.79 g, 42.1 mmol) is added to a stirred solution of racemic 3-(3-methanesulfonyloxypropyl)-piperidine-1-carboxylic acid tert-butyl ester (9.00 g, 28.0 mmol) in DMF (60 mL). The mixture is allowed to stir at 55° C. for 16 hours. At room temperature, the mixture is concentrated, the oil is diluted in ethyl acetate (50 mL), and the solution is washed with water (50 mL). The organic layer is concentrated and the crude product is chromatographed on silica gel, eluting with eth...